This data is from the Open Reaction Database (ORD), a public repository of structured organic reaction records. The task is: describe an organic reaction: reactants, conditions, products, and yield The reactants are CCCCOc1ccc(-n2cc(C(=O)OCC)cn2)cc1C#N, CC(=O)O, CCO, [Na+], [OH-], O. Yields the product CCCCOc1ccc(-n2cc(C(=O)O)cn2)cc1C#N. RXN SMILES: [CH2:1]([CH2:2][CH2:3][CH3:4])[O:5][c:6]1[c:7]([C:22]#[N:23])[cH:8][c:9](-[n:12]2[n:13][cH:14][c:15]([C:17](=[O:18])[O:19][CH2:20][CH3:21])[cH:16]2)[cH:10][cH:11]1.[CH3:27][C:28](=[O:29])[OH:30].[CH3:31][CH2:32][OH:33].[Na+:25].[OH-:24].[OH2:26]>>[CH2:1]([CH2:2][CH2:3][CH3:4])[O:5][c:6]1[c:7]([C:22]#[N:23])[cH:8][c:9](-[n:12]2[n:13][cH:14][c:15]([C:17](=[O:18])[OH:19])[cH:16]2)[cH:10][cH:11]1. Reactants: CC(=O)c1cc(C)n(CCO)n1, Cc1ccccc1, O=C(Cl)Cl, ClCCl. Yields the product CC(=O)c1cc(C)n(CCOC(=O)Cl)n1. Reaction SMILES: [C:1]([CH3:2])(=[O:3])[c:4]1[n:5][n:6]([CH2:10][CH2:11][OH:12])[c:7]([CH3:9])[cH:8]1.[CH3:20][c:21]1[cH:22][cH:23][cH:24][cH:25][cH:26]1.[Cl:13][C:14]([Cl:15])=[O:16].[Cl:17][CH2:18][Cl:19]>>[C:1]([CH3:2])(=[O:3])[c:4]1[n:5][n:6]([CH2:10][CH2:11][O:12][C:14]([Cl:13])=[O:16])[c:7]([CH3:9])[cH:8]1. Starting materials: CC=1C=C(C=C(C1)C)CN1C2=CC=CC(=C2C=2C(=CC=CC12)OCC(=O)OC)C(N)=O ({9-[(3,5-dimethylphenyl)methyl]-5-carbamoylcarbazol-4-yl}oxyacetic acid, methyl ester), [OH-].[Na+] (NaOH). The solvent is C(C)O (ethanol). Conditions: temperature 25 celsius, time 42 hour. The product is CC=1C=C(C=C(C1)C)CN1C2=CC=CC(=C2C=2C(=CC=CC12)OCC(=O)O)C(N)=O ({9-[(3,5-dimethylphenyl)methyl]-5-carbamoylcarbazol-4-yl}oxyacetic acid). Yield: 69.0%. Reaction SMILES: [CH3:1][C:2]1[CH:3]=[C:4]([CH2:9][N:10]2[C:22]3[CH:21]=[CH:20][CH:19]=[C:18]([O:23][CH2:24][C:25]([O:27]C)=[O:26])[C:17]=3[C:16]3[C:11]2=[CH:12][CH:13]=[CH:14][C:15]=3[C:29](=[O:31])[NH2:30])[CH:5]=[C:6]([CH3:8])[CH:7]=1.[OH-].[Na+]>C(O)C>[CH3:1][C:2]1[CH:3]=[C:4]([CH2:9][N:10]2[C:22]3[CH:21]=[CH:20][CH:19]=[C:18]([O:23][CH2:24][C:25]([OH:27])=[O:26])[C:17]=3[C:16]3[C:11]2=[CH:12][CH:13]=[CH:14][C:15]=3[C:29](=[O:31])[NH2:30])[CH:5]=[C:6]([CH3:8])[CH:7]=1 |f:1.2|. Procedure details: A suspension of the {9-[(3,5-dimethylphenyl)methyl]-5-carbamoylcarbazol-4-yl}oxyacetic acid, methyl ester (18 mg, 0.043 mM) and 0.043 mL (0.043 mM) of 1 N NaOH in 5 mL of ethanol was stirred for 42 hours at 25° C. The resultant white precipitate was collected by filtration, washed with a small amount of EtOH, then dried in vacuo to afford 12 mg (67%) of the {9-[(3,5-dimethylphenyl)methyl]-5-carbamoylcarbazol-4-yl}oxyacetic acid, sodium salt as a white powder. 1H NMR (DMSO-d6) δ7.6 (d, 1H, J=8 Hz...